This data is from the Open Reaction Database (ORD), a public repository of structured organic reaction records. The task is: describe an organic reaction: reactants, conditions, products, and yield The reactants are C(CCC)(=O)C=1C=NC2=C(C=CC=C2C1Cl)OCCSC (3-butyryl-4-chloro-8-(2-methylthioethoxy)quinoline), OC1=CC(=C(N)C=C1)C (4-hydroxy-2-methylaniline). The solvent is C(C)#N (acetonitrile). Yields the product C(CCC)(=O)C=1C=NC2=C(C=CC=C2C1NC1=C(C=C(C=C1)O)C)OCCSC (3-butyryl-4-(4-hydroxy-2-methylphenylamino)-8-(2-methylthioethoxy)quinoline). Yield: 44.8%. RXN SMILES: [C:1]([C:6]1[CH:7]=[N:8][C:9]2[C:14]([C:15]=1Cl)=[CH:13][CH:12]=[CH:11][C:10]=2[O:17][CH2:18][CH2:19][S:20][CH3:21])(=[O:5])[CH2:2][CH2:3][CH3:4].[OH:22][C:23]1[CH:29]=[CH:28][C:26]([NH2:27])=[C:25]([CH3:30])[CH:24]=1>C(#N)C>[C:1]([C:6]1[CH:7]=[N:8][C:9]2[C:14]([C:15]=1[NH:27][C:26]1[CH:28]=[CH:29][C:23]([OH:22])=[CH:24][C:25]=1[CH3:30])=[CH:13][CH:12]=[CH:11][C:10]=2[O:17][CH2:18][CH2:19][S:20][CH3:21])(=[O:5])[CH2:2][CH2:3][CH3:4]. Procedure: A mixture of 3-butyryl-4-chloro-8-(2-methylthioethoxy)quinoline (2.48 g, 6.63 mmol) and 4-hydroxy-2-methylaniline (1.06 g, 8.62 mmol) in acetonitrile (20 ml) was refluxed for 8 h. The reaction mixture was evaporated and the residue was chromatographed (SiO2 ; CH2Cl2 : MeOH 95:5) yielding 1.22 g (45%) of the desired product.